Dataset: the Open Reaction Database (ORD), a public repository of structured organic reaction records. Task: describe an organic reaction: reactants, conditions, products, and yield Starting materials: ClC=1C(=NC=C(C1)Cl)C1=NN(C(=C1)C(F)(F)F)C (3-(3,5-dichloro-2-pyridyl)-5-trifluoromethyl-1-methyl-[1H]-pyrazole), ClCl (chlorine). Run in C(C)(=O)O (acetic acid). The product is ClC=1C(=NC=C(C1)Cl)C1=NN(C(=C1Cl)C(F)(F)F)C (3-(3,5-dichloro-2-pyridyl)-4-chloro-5-trifluoromethyl-1-methyl-[1H]-pyrazole). The yield is 90.0%. Reaction SMILES: [Cl:1][C:2]1[C:3]([C:9]2[CH:13]=[C:12]([C:14]([F:17])([F:16])[F:15])[N:11]([CH3:18])[N:10]=2)=[N:4][CH:5]=[C:6]([Cl:8])[CH:7]=1.[Cl:19]Cl>C(O)(=O)C>[Cl:1][C:2]1[C:3]([C:9]2[C:13]([Cl:19])=[C:12]([C:14]([F:17])([F:16])[F:15])[N:11]([CH3:18])[N:10]=2)=[N:4][CH:5]=[C:6]([Cl:8])[CH:7]=1. Procedure details: 2.0 g of 3-(3,5-dichloro-2-pyridyl)-5-trifluoromethyl-1-methyl-[1H]-pyrazole (Example H12) are initially introduced into glacial acetic acid at 40° C., and chlorine gas is passed slowly over the solution, while stirring. The reaction can be monitored analytically by means of thin layer chromatography (silica gel 60 F254, eluting agent: n-hexane/ethyl acetate 4/1, UV). When no further starting material can be detected, the glacial acetic acid is removed in vacuo and the residue is partitioned bet... Starting materials: COC(=O)C(N)Cc1ccc(F)c(Br)c1, Cl, O=C(O)c1ccc(Br)cc1NS(=O)(=O)c1cccc2nsnc12. The product is COC(=O)C(Cc1ccc(F)c(Br)c1)NC(=O)c1ccc(Br)cc1NS(=O)(=O)c1cccc2nsnc12. Reaction SMILES: [CH3:2][O:3][C:4]([CH:5]([NH2:6])[CH2:7][c:8]1[cH:9][c:10]([Br:15])[c:11]([F:14])[cH:12][cH:13]1)=[O:16].[ClH:1].[n:17]1[c:18]2[c:19]([n:20][s:21]1)[c:22]([S:26](=[O:27])(=[O:28])[NH:29][c:30]1[c:31]([C:32](=[O:33])[OH:34])[cH:35][cH:36][c:37]([Br:39])[cH:38]1)[cH:23][cH:24][cH:25]2>>[CH3:2][O:3][C:4]([CH:5]([NH:6][C:32]([c:31]1[c:30]([NH:29][S:26]([c:22]2[c:19]3[c:18]([n:17][s:21][n:20]3)[cH:25][cH:24][cH:23]2)(=[O:27])=[O:28])[cH:38][c:37]([Br:39])[cH:36][cH:35]1)=[O:33])[CH2:7][c:8]1[cH:9][c:10]([Br:15])[c:11]([F:14])[cH:12][cH:13]1)=[O:16]. Reactants: ClCCl, CN(C)c1ccncc1, O=C(Cl)CCl, OC1CCCCC1c1ccccc1, c1ccncc1. The product is O=C(CCl)OC1CCCCC1c1ccccc1. As a reaction SMILES: [CH2:34]([Cl:35])[Cl:36].[CH3:25][N:26]([CH3:27])[c:28]1[cH:29][cH:30][n:31][cH:32][cH:33]1.[Cl:14][CH2:15][C:16](=[O:17])[Cl:18].[c:1]1([CH:7]2[CH:8]([OH:13])[CH2:9][CH2:10][CH2:11][CH2:12]2)[cH:2][cH:3][cH:4][cH:5][cH:6]1.[cH:19]1[cH:20][cH:21][n:22][cH:23][cH:24]1>>[c:1]1([CH:7]2[CH:8]([O:13][C:16]([CH2:15][Cl:14])=[O:17])[CH2:9][CH2:10][CH2:11][CH2:12]2)[cH:2][cH:3][cH:4][cH:5][cH:6]1. Starting materials: C=CCOc1cc(N(CC)CC)ccc1-c1nc2cc3c(cc2[nH]1)C(C)(C)CC(=O)N3, CCO. Product: CCCOc1cc(N(CC)CC)ccc1-c1nc2cc3c(cc2[nH]1)C(C)(C)CC(=O)N3. As a reaction SMILES: [CH3:1][C:2]1([CH3:31])[CH2:3][C:4](=[O:30])[NH:5][c:6]2[cH:7][c:8]3[c:9]([cH:10][c:11]21)[nH:12][c:13](-[c:15]1[c:16]([O:26][CH2:27][CH:28]=[CH2:29])[cH:17][c:18]([N:21]([CH2:22][CH3:23])[CH2:24][CH3:25])[cH:19][cH:20]1)[n:14]3.[CH3:32][CH2:33][OH:34]>>[CH3:1][C:2]1([CH3:31])[CH2:3][C:4](=[O:30])[NH:5][c:6]2[cH:7][c:8]3[c:9]([cH:10][c:11]21)[nH:12][c:13](-[c:15]1[c:16]([O:26][CH2:27][CH2:28][CH3:29])[cH:17][c:18]([N:21]([CH2:22][CH3:23])[CH2:24][CH3:25])[cH:19][cH:20]1)[n:14]3. Starting materials: C1(CC1)CN(C1=CC(=NC=N1)C(=O)NC=1C=C2C(=NNC2=CC1)CCC(=O)OC)CCC (methyl 3-{5-[({6-[(cyclopropylmethyl)(propyl)amino]pyrimidin-4-yl}carbonyl)amino]-1H-indazol-3-yl}propanoate), [OH-].[Na+] (sodium hydroxide), Cl (HCl). The solvent is C(C)O (ethanol). Reaction conditions: time 2 hour. The product is C1(CC1)CN(C1=CC(=NC=N1)C(=O)NC=1C=C2C(=NNC2=CC1)CCC(=O)O)CCC (3-{5-[({6-[(cyclopropylmethyl)(propyl)amino]pyrimidin-4-yl}carbonyl)amino]-1H-indazol-3-yl}propanoic acid). Reaction SMILES: [CH:1]1([CH2:4][N:5]([CH2:30][CH2:31][CH3:32])[C:6]2[N:11]=[CH:10][N:9]=[C:8]([C:12]([NH:14][C:15]3[CH:16]=[C:17]4[C:21](=[CH:22][CH:23]=3)[NH:20][N:19]=[C:18]4[CH2:24][CH2:25][C:26]([O:28]C)=[O:27])=[O:13])[CH:7]=2)[CH2:3][CH2:2]1.[OH-].[Na+].Cl>C(O)C>[CH:1]1([CH2:4][N:5]([CH2:30][CH2:31][CH3:32])[C:6]2[N:11]=[CH:10][N:9]=[C:8]([C:12]([NH:14][C:15]3[CH:16]=[C:17]4[C:21](=[CH:22][CH:23]=3)[NH:20][N:19]=[C:18]4[CH2:24][CH2:25][C:26]([OH:28])=[O:27])=[O:13])[CH:7]=2)[CH2:3][CH2:2]1 |f:1.2|. Procedure details: A solution of methyl 3-{5-[({6-[(cyclopropylmethyl)(propyl)amino]pyrimidin-4-yl}carbonyl)amino]-1H-indazol-3-yl}propanoate (Example 123, 20 mg; 0.05 mmol) in ethanol (1 ml) was treated with 10% sodium hydroxide solution (1 ml). After stirring at RT for 2 hours the mixture was acidified to pH 3 with dilute HCl and extracted with EtOAc. The combined organic extracts were passed through a hydrophobic frit and the solvent removed in vacuo. The residue was purified by column chromatography (silica) e... The reactants are O=C(Cl)c1ccccc1[N+](=O)[O-], Nc1cccnc1Cl, O, c1ccncc1. Product: O=C(Nc1cccnc1Cl)c1ccccc1[N+](=O)[O-]. As a reaction SMILES: [N+:9](=[O:10])([O-:11])[c:12]1[c:13]([C:14](=[O:15])[Cl:16])[cH:17][cH:18][cH:19][cH:20]1.[NH2:1][c:2]1[c:3]([Cl:8])[n:4][cH:5][cH:6][cH:7]1.[OH2:21].[cH:22]1[cH:23][cH:24][n:25][cH:26][cH:27]1>>[NH:1]([c:2]1[c:3]([Cl:8])[n:4][cH:5][cH:6][cH:7]1)[C:14]([c:13]1[c:12]([N+:9](=[O:10])[O-:11])[cH:20][cH:19][cH:18][cH:17]1)=[O:15]. Starting materials: Cl (HCl), FC1=C(C=NNC=2C=C(C(=O)O)C=CC2)C=C(C=C1)I (3-(2-(2-Fluoro-5-iodobenzylidene)hydrazinyl)benzoic acid), [K] (potassium), [O-]CCCC (butoxide). Solvent: CN1CCCC1=O (NMP), O (water). The product is IC=1C=C2C=NN(C2=CC1)C=1C=C(C(=O)O)C=CC1 (3-(5-Iodo-1H-indazol-1-yl)benzoic acid). Isolated yield 107.4%. Reaction SMILES: F[C:2]1[CH:19]=[CH:18][C:17]([I:20])=[CH:16][C:3]=1[CH:4]=[N:5][NH:6][C:7]1[CH:8]=[C:9]([CH:13]=[CH:14][CH:15]=1)[C:10]([OH:12])=[O:11].[K].[O-]CCCC.Cl>CN1C(=O)CCC1.O>[I:20][C:17]1[CH:16]=[C:3]2[C:2](=[CH:19][CH:18]=1)[N:6]([C:7]1[CH:8]=[C:9]([CH:13]=[CH:14][CH:15]=1)[C:10]([OH:12])=[O:11])[N:5]=[CH:4]2 |^1:20|. Procedure details: 3-(2-(2-Fluoro-5-iodobenzylidene)hydrazinyl)benzoic acid (I1b, 3.47 g, 9 mmol) and potassium tert, butoxide (2.3 g, 20.5 mmol) was stirred under argon atmosphere in NMP (45 mL) at 150° C. for 30 minutes. After cooling, the mixture was diluted with water (100 mL), acidified with aqueous HCl (1.7 M) and extracted trice with EtOAc. The combined organic phases were washed twice with water and then with brine. Evaporation of the organic phase afforded crude title compound (3.52 g, quant.) as a light ...